Dataset: the Open Reaction Database (ORD), a public repository of structured organic reaction records. Task: describe an organic reaction: reactants, conditions, products, and yield Reactants: CCO, COC(=O)C=Cc1ccc(F)cc1SC. Product: COC(=O)CCc1ccc(F)cc1SC. Reaction SMILES: [CH3:16][CH2:17][OH:18].[CH3:1][O:2][C:3]([CH:4]=[CH:5][c:6]1[c:7]([S:13][CH3:14])[cH:8][c:9]([F:12])[cH:10][cH:11]1)=[O:15]>>[CH3:1][O:2][C:3]([CH2:4][CH2:5][c:6]1[c:7]([S:13][CH3:14])[cH:8][c:9]([F:12])[cH:10][cH:11]1)=[O:15]. Starting materials: Cc1cccc(N2CCN(c3ccc(Cl)nn3)CC2)c1, [Na], O, OCc1ccccc1. The product is Cc1cccc(N2CCN(c3ccc(OCc4ccccc4)nn3)CC2)c1. RXN SMILES: [Cl:10][c:11]1[n:12][n:13][c:14]([N:17]2[CH2:18][CH2:19][N:20]([c:23]3[cH:24][c:25]([CH3:29])[cH:26][cH:27][cH:28]3)[CH2:21][CH2:22]2)[cH:15][cH:16]1.[Na:1].[OH2:30].[c:2]1([CH2:8][OH:9])[cH:3][cH:4][cH:5][cH:6][cH:7]1>>[c:2]1([CH2:8][O:9][c:11]2[n:12][n:13][c:14]([N:17]3[CH2:18][CH2:19][N:20]([c:23]4[cH:24][c:25]([CH3:29])[cH:26][cH:27][cH:28]4)[CH2:21][CH2:22]3)[cH:15][cH:16]2)[cH:3][cH:4][cH:5][cH:6][cH:7]1. Reactants: CCC(=O)Cl, CN(C(=O)c1ccc(Cl)cc1)C1CCN(C(=O)C2CCNCC2)CC1c1ccc(Cl)c(Cl)c1, Cl. The product is CCC(=O)N1CCC(C(=O)N2CCC(N(C)C(=O)c3ccc(Cl)cc3)C(c3ccc(Cl)c(Cl)c3)C2)CC1. As a reaction SMILES: [C:35]([CH2:36][CH3:37])(=[O:38])[Cl:39].[Cl:2][c:3]1[cH:4][cH:5][c:6]([C:7](=[O:8])[N:9]([CH3:10])[CH:11]2[CH:12]([c:25]3[cH:26][c:27]([Cl:32])[c:28]([Cl:31])[cH:29][cH:30]3)[CH2:13][N:14]([C:17](=[O:18])[CH:19]3[CH2:20][CH2:21][NH:22][CH2:23][CH2:24]3)[CH2:15][CH2:16]2)[cH:33][cH:34]1.[ClH:1]>>[Cl:2][c:3]1[cH:4][cH:5][c:6]([C:7](=[O:8])[N:9]([CH3:10])[CH:11]2[CH:12]([c:25]3[cH:26][c:27]([Cl:32])[c:28]([Cl:31])[cH:29][cH:30]3)[CH2:13][N:14]([C:17](=[O:18])[CH:19]3[CH2:20][CH2:21][N:22]([C:35]([CH2:36][CH3:37])=[O:38])[CH2:23][CH2:24]3)[CH2:15][CH2:16]2)[cH:33][cH:34]1. The reactants are [N+](=O)([O-])C1=C(C=C(C(=C1)I)I)[N+](=O)[O-] (1,2-dinitro-4,5-diiodobenzene), N (ammonia). Solvent: C(C)O (ethanol). Product: [N+](=O)([O-])C1=C(N)C=C(C(=C1)I)I (2-nitro-4,5-diiodoaniline). Reaction SMILES: [N+:1]([C:4]1[CH:9]=[C:8]([I:10])[C:7]([I:11])=[CH:6][C:5]=1[N+:12]([O-:14])=[O:13])([O-])=O.N>C(O)C>[N+:12]([C:5]1[CH:6]=[C:7]([I:11])[C:8]([I:10])=[CH:9][C:4]=1[NH2:1])([O-:14])=[O:13]. Procedure: A solution was prepared from 3 gms. of 1,2-dinitro-4,5-diiodobenzene in 150 ml. of ethanol. Gaseous ammonia was passed into the solution while heating to refluxing temperature. This procedure was continued until TLC indicated that all starting material had reacted (about 8 hours). The volume of the solution was then reduced to 1/3 of the original volume and the solution was cooled. 2-nitro-4,5-diiodoaniline formed in the above reaction precipitated and was collected by filtration; mp=196°-7° C.;... The reactants are CCCCCCCBr, CCO, Nc1nnc(S)s1, [Na+], [OH-], O. Yields the product CCCCCCCSc1nnc(N)s1. RXN SMILES: [Br:10][CH2:11][CH2:12][CH2:13][CH2:14][CH2:15][CH2:16][CH3:17].[CH3:18][CH2:19][OH:20].[NH2:1][c:2]1[s:3][c:4]([SH:7])[n:5][n:6]1.[Na+:9].[OH-:8].[OH2:21]>>[NH2:1][c:2]1[s:3][c:4]([S:7][CH2:11][CH2:12][CH2:13][CH2:14][CH2:15][CH2:16][CH3:17])[n:5][n:6]1. Reactants: COC(=O)C1CCCC2(CCC(O[Si](c3ccccc3)(c3ccccc3)C(C)(C)C)C2)C1O, CS(=O)(=O)Cl, O, c1ccncc1. The product is COC(=O)C1=CC2(CCC1)CCC(O[Si](c1ccccc1)(c1ccccc1)C(C)(C)C)C2. RXN SMILES: [CH3:1][O:2][C:3](=[O:4])[CH:5]1[CH:6]([OH:33])[C:7]2([CH2:8][CH2:9][CH:10]([O:12][Si:13]([c:14]3[cH:15][cH:16][cH:17][cH:18][cH:19]3)([c:20]3[cH:21][cH:22][cH:23][cH:24][cH:25]3)[C:26]([CH3:27])([CH3:28])[CH3:29])[CH2:11]2)[CH2:30][CH2:31][CH2:32]1.[CH3:34][S:35](=[O:36])(=[O:37])[Cl:38].[OH2:39].[cH:40]1[cH:41][cH:42][n:43][cH:44][cH:45]1>>[CH3:1][O:2][C:3](=[O:4])[C:5]1=[CH:6][C:7]2([CH2:8][CH2:9][CH:10]([O:12][Si:13]([c:14]3[cH:15][cH:16][cH:17][cH:18][cH:19]3)([c:20]3[cH:21][cH:22][cH:23][cH:24][cH:25]3)[C:26]([CH3:27])([CH3:28])[CH3:29])[CH2:11]2)[CH2:30][CH2:31][CH2:32]1. Starting materials: NC1C(N(C2=C(C(=N1)C1=C(C=CC=C1)F)C=CC=C2)CC=2C=CC1=C(C=CC(O1)=O)C2)=O ((3RS)-3-amino-2,3-dihydro-5-(2-fluorophenyl)-1-(2-oxo-2H-1-benzopyran-6-yl)methyl-1H-1,4-benzodiazepin-2-one), CC=1C=C(C=CC1)N=C=O (3-methylphenyl isocyanate). Solvent: C(Cl)Cl (methylene chloride), C(Cl)Cl (methylene chloride). Run at time 8 hour. Yields the product FC1=C(C=CC=C1)C1=NC(C(N(C2=C1C=CC=C2)CC=2C=CC1=C(C=CC(O1)=O)C2)=O)NC(=O)NC2=CC(=CC=C2)C (N-[(3RS)-2,3-dihydro-5-(2-fluorophenyl)-1-(2-oxo-2H-1-benzopyran-6-yl)methyl-2-oxo-1H-1,4-benzodiazepin-3-yl]-N'-(3-methylphenyl)urea). Yield: 71.3%. RXN SMILES: [NH2:1][CH:2]1[N:8]=[C:7]([C:9]2[CH:14]=[CH:13][CH:12]=[CH:11][C:10]=2[F:15])[C:6]2[CH:16]=[CH:17][CH:18]=[CH:19][C:5]=2[N:4]([CH2:20][C:21]2[CH:22]=[CH:23][C:24]3[O:29][C:28](=[O:30])[CH:27]=[CH:26][C:25]=3[CH:31]=2)[C:3]1=[O:32].[CH3:33][C:34]1[CH:35]=[C:36]([N:40]=[C:41]=[O:42])[CH:37]=[CH:38][CH:39]=1>C(Cl)Cl>[F:15][C:10]1[CH:11]=[CH:12][CH:13]=[CH:14][C:9]=1[C:7]1[C:6]2[CH:16]=[CH:17][CH:18]=[CH:19][C:5]=2[N:4]([CH2:20][C:21]2[CH:22]=[CH:23][C:24]3[O:29][C:28](=[O:30])[CH:27]=[CH:26][C:25]=3[CH:31]=2)[C:3](=[O:32])[CH:2]([NH:1][C:41]([NH:40][C:36]2[CH:37]=[CH:38][CH:39]=[C:34]([CH3:33])[CH:35]=2)=[O:42])[N:8]=1. Procedure details: To a solution of (3RS)-3-amino-2,3-dihydro-5-(2-fluorophenyl)-1-(2-oxo-2H-1-benzopyran-6-yl)methyl-1H-1,4-benzodiazepin-2-one (214 mg) in dry methylene chloride (20 ml) was added dropwise a solution of 3-methylphenyl isocyanate (73 mg) in dry methylene chloride (10 ml) under nitrogen atmosphere at cooling in an ice-bath. The mixture was stirred under the same temperature for 1 hour and at ambient temperature overnight. The resultant precipitates were collected by filtration to afford a crude pro... Product: CC(=O)Nc1c(C)ccc(O)c1C. The reactants are CC(=O)Nc1c(C)ccc(N)c1C, [Cl-], O=N[O-], NC(N)=O, [Na+], [Na+], O, O=S(=O)(O)O. RXN SMILES: [C:1]([CH3:2])(=[O:3])[NH:4][c:5]1[c:6]([CH3:13])[c:7]([NH2:12])[cH:8][cH:9][c:10]1[CH3:11].[Cl-:28].[N:19]([O-:20])=[O:21].[NH2:23][C:24](=[O:25])[NH2:26].[Na+:22].[Na+:27].[OH2:29].[S:14]([OH:15])(=[O:16])(=[O:17])[OH:18]>>[C:1]([CH3:2])(=[O:3])[NH:4][c:5]1[c:6]([CH3:13])[c:7]([OH:15])[cH:8][cH:9][c:10]1[CH3:11]. Starting materials: C(C#C)O (propargyl alcohol), O.O.O.[F-].C(CCC)[N+](CCCC)(CCCC)CCCC (tetrabutylammonium fluoride trihydrate), starting material, BrC=1C(=NC(=NC1)Cl)NC1CCCC1 (5-bromo-2-chloro-N-cyclopentylpyrimidin-4-amine). Reagents/catalysts: C1([P]([Pd][P](C2=CC=CC=C2)(C3=CC=CC=C3)C4=CC=CC=C4)(C5=CC=CC=C5)C6=CC=CC=C6)=CC=CC=C1 (bis(triphenylphosphine)palladium). Run in O1CCCC1 (tetrahydrofuran). Run at temperature 67 celsius. Yields the product ClC1=NC=C(C(=N1)NC1CCCC1)C#CCO (3-[2-Chloro-4-(cyclopentylamino)pyrimidin-5-yl]prop-2-yn-1-ol). Reaction SMILES: Br[C:2]1[C:3]([NH:9][CH:10]2[CH2:14][CH2:13][CH2:12][CH2:11]2)=[N:4][C:5]([Cl:8])=[N:6][CH:7]=1.[CH2:15]([OH:18])[C:16]#[CH:17].O.O.O.[F-].C([N+](CCCC)(CCCC)CCCC)CCC>C1(C=CC=CC=1)[P](C1C=CC=CC=1)(C1C=CC=CC=1)[Pd][P](C1C=CC=CC=1)(C1C=CC=CC=1)C1C=CC=CC=1.O1CCCC1>[Cl:8][C:5]1[N:4]=[C:3]([NH:9][CH:10]2[CH2:14][CH2:13][CH2:12][CH2:11]2)[C:2]([C:17]#[C:16][CH2:15][OH:18])=[CH:7][N:6]=1 |f:2.3.4.5.6,^1:45,59|. Procedure: A nitrogen-flushed, suitably equipped 5 L 4-neck round bottom flask is charged with 200 g (0.723 mol, 1.0 eq.) of 5-bromo-2-chloro-N-cyclopentylpyrimidin-4-amine (A1f) and 2303 g, (2600 mL) of tetrahydrofuran. The mixture is stirred, heated to reflux (67° C.) and 200 mL of distillate is collected. The sample is cooled to 25° C. and 52.7 g (0.940 mol, 55.6 mL, 1.3 eq.) of propargyl alcohol (A1e), 570.3 g (1.808 mol, 2.5 eq.) of tetrabutylammonium fluoride trihydrate and 25.4 g (0.036 mol, 0.05 eq...